This data is from the Open Reaction Database (ORD), a public repository of structured organic reaction records. The task is: describe an organic reaction: reactants, conditions, products, and yield The reactants are CC1=C(N=C(O1)C1=CC=CC=C1)COC1=CC=C(CN2N=CC(=C2)C=O)C=C1 (1-[4-(5-methyl-2-phenyl-4-oxazolylmethoxy)benzyl]-1H-pyrazol-4-carbaldehyde), O (water), [H-].[Na+] (Sodium hydride), C(C)OP(=O)(OCC)CC(=O)OCC (ethyl diethylphosphonoacetate). The solvent is O1CCCC1 (tetrahydrofuran), O1CCCC1 (tetrahydrofuran). Run at temperature 0 celsius, time 30 minute. Product: CC1=C(N=C(O1)C1=CC=CC=C1)COC1=CC=C(CN2N=CC(=C2)/C=C/C(=O)OCC)C=C1 (ethyl (E)-3-[1-[4-(5-methyl-2-phenyl-4-oxazolylmethoxy)benzyl]-1H-pyrazole-4-yl]propenoate). The yield is 90.0%. RXN SMILES: [H-].[Na+].C(OP([CH2:11][C:12]([O:14][CH2:15][CH3:16])=[O:13])(OCC)=O)C.[CH3:17][C:18]1[O:22][C:21]([C:23]2[CH:28]=[CH:27][CH:26]=[CH:25][CH:24]=2)=[N:20][C:19]=1[CH2:29][O:30][C:31]1[CH:44]=[CH:43][C:34]([CH2:35][N:36]2[CH:40]=[C:39]([CH:41]=O)[CH:38]=[N:37]2)=[CH:33][CH:32]=1.O>O1CCCC1>[CH3:17][C:18]1[O:22][C:21]([C:23]2[CH:24]=[CH:25][CH:26]=[CH:27][CH:28]=2)=[N:20][C:19]=1[CH2:29][O:30][C:31]1[CH:32]=[CH:33][C:34]([CH2:35][N:36]2[CH:40]=[C:39](/[CH:41]=[CH:11]/[C:12]([O:14][CH2:15][CH3:16])=[O:13])[CH:38]=[N:37]2)=[CH:43][CH:44]=1 |f:0.1|. Procedure: Sodium hydride (60%, oily, 336 mg) was added at 0° C. to a solution of ethyl diethylphosphonoacetate (1.67 ml) in tetrahydrofuran (20 ml), which was stirred at 0° C. for 30 minutes. To this solution, a solution of 1-[4-(5-methyl-2-phenyl-4-oxazolylmethoxy)benzyl]-1H-pyrazol-4-carbaldehyde (2.61 g) in tetrahydrofuran (20 ml) was added dropwise at 0° C., and the mixture was stirred at room temperature for 15 minutes. The reaction mixture was poured into water, which was extracted with ethyl acetat... Starting materials: Cc1ccccc1, c1ccc(Nc2ccccc2)cc1, O=C(c1ccc(Br)cc1)c1cccc(-c2ccccc2)c1. The product is O=C(c1ccc(N(c2ccccc2)c2ccccc2)cc1)c1cccc(-c2ccccc2)c1. Reaction SMILES: [CH3:35][c:36]1[cH:37][cH:38][cH:39][cH:40][cH:41]1.[NH:22]([c:23]1[cH:24][cH:25][cH:26][cH:27][cH:28]1)[c:29]1[cH:30][cH:31][cH:32][cH:33][cH:34]1.[c:1]1(-[c:16]2[cH:17][cH:18][cH:19][cH:20][cH:21]2)[cH:2][c:3]([C:7](=[O:8])[c:9]2[cH:10][cH:11][c:12]([Br:15])[cH:13][cH:14]2)[cH:4][cH:5][cH:6]1>>[c:1]1(-[c:16]2[cH:17][cH:18][cH:19][cH:20][cH:21]2)[cH:2][c:3]([C:7](=[O:8])[c:9]2[cH:10][cH:11][c:12]([N:22]([c:23]3[cH:24][cH:25][cH:26][cH:27][cH:28]3)[c:29]3[cH:30][cH:31][cH:32][cH:33][cH:34]3)[cH:13][cH:14]2)[cH:4][cH:5][cH:6]1. Starting materials: Cn1ccc(Br)cc1=O, O=C([O-])[O-], C1COCCO1, [Cs+], [Cs+], CC(c1ccc(B2OC(C)(C)C(C)(C)O2)cc1)N1CCC(CC(C)(C)O)(C(C)C)OC1=O, Cl[Pd]Cl, c1ccc(P(c2ccccc2)c2ccccc2)cc1, c1ccc(P(c2ccccc2)c2ccccc2)cc1. Product: CC(c1ccc(-c2ccn(C)c(=O)c2)cc1)N1CCC(CC(C)(C)O)(C(C)C)OC1=O. Reaction SMILES: [Br:33][c:34]1[cH:35][c:36](=[O:41])[n:37]([CH3:40])[cH:38][cH:39]1.[C:42](=[O:43])([O-:44])[O-:45].[CH2:48]1[O:49][CH2:50][CH2:51][O:52][CH2:53]1.[Cs+:46].[Cs+:47].[OH:1][C:2]([CH2:3][C:4]1([CH:28]([CH3:29])[CH3:30])[CH2:5][CH2:6][N:7]([CH:11]([CH3:12])[c:13]2[cH:14][cH:15][c:16]([B:19]3[O:20][C:21]([CH3:22])([CH3:23])[C:24]([CH3:25])([CH3:26])[O:27]3)[cH:17][cH:18]2)[C:8](=[O:10])[O:9]1)([CH3:31])[CH3:32].[Pd:54]([Cl:55])[Cl:56].[c:57]1([P:58]([c:59]2[cH:60][cH:61][cH:62][cH:63][cH:64]2)[c:65]2[cH:66][cH:67][cH:68][cH:69][cH:70]2)[cH:71][cH:72][cH:73][cH:74][cH:75]1.[c:76]1([P:77]([c:78]2[cH:79][cH:80][cH:81][cH:82][cH:83]2)[c:84]2[cH:85][cH:86][cH:87][cH:88][cH:89]2)[cH:90][cH:91][cH:92][cH:93][cH:94]1>>[OH:1][C:2]([CH2:3][C:4]1([CH:28]([CH3:29])[CH3:30])[CH2:5][CH2:6][N:7]([CH:11]([CH3:12])[c:13]2[cH:14][cH:15][c:16](-[c:34]3[cH:35][c:36](=[O:41])[n:37]([CH3:40])[cH:38][cH:39]3)[cH:17][cH:18]2)[C:8](=[O:10])[O:9]1)([CH3:31])[CH3:32]. Starting materials: [H-].[Na+] (Sodium hydride), FC=1C=C2C(=C(C(=NC2=CC1OC)C1=CC(=CC=C1)C(F)(F)F)C)C(=O)O (6-fluoro-3-methyl-7-(methyloxy)-2-[3-(trifluoromethyl)phenyl]-4-quinolinecarboxylic acid), [H-].[Na+] (NaH), CC(C)[S-].[Na+] (sodium 2-propanethiolate), CC(C)[S-].[Na+] (Sodium 2-propanethiolate), IC (Iodomethane). Run in CS(=O)C (dimethyl sulfoxide), O (water). Run at time 20 minute. Yields the product CC=1C(=NC2=CC(=C(C=C2C1C(=O)OC)SC(C)C)OC)C1=CC(=CC=C1)C(F)(F)F (methyl 3-methyl-6-[(1-methylethyl)thio]-7-(methyloxy)-2-[3-(trifluoromethyl)phenyl]-4-quinolinecarboxylate). Yield: 58.0%. RXN SMILES: [H-].[Na+].F[C:4]1[CH:5]=[C:6]2[C:11](=[CH:12][C:13]=1[O:14][CH3:15])[N:10]=[C:9]([C:16]1[CH:21]=[CH:20][CH:19]=[C:18]([C:22]([F:25])([F:24])[F:23])[CH:17]=1)[C:8]([CH3:26])=[C:7]2[C:27]([OH:29])=[O:28].[CH3:30][CH:31]([S-:33])[CH3:32].[Na+].I[CH3:36]>CS(C)=O.O>[CH3:26][C:8]1[C:9]([C:16]2[CH:21]=[CH:20][CH:19]=[C:18]([C:22]([F:24])([F:23])[F:25])[CH:17]=2)=[N:10][C:11]2[C:6]([C:7]=1[C:27]([O:29][CH3:36])=[O:28])=[CH:5][C:4]([S:33][CH:31]([CH3:32])[CH3:30])=[C:13]([O:14][CH3:15])[CH:12]=2 |f:0.1,3.4|. Reported procedure: Sodium hydride (1.265 g, 31.6 mmol) was added to a suspension of 6-fluoro-3-methyl-7-(methyloxy)-2-[3-(trifluoromethyl)phenyl]-4-quinolinecarboxylic acid (8.0 g, 21.09 mmol) in dimethyl sulfoxide (50 mL), and the mixture was stirred for 20 min. Sodium 2-propanethiolate (2.53 g, 23.20 mmol) was added, and the resulting mixture was stirred at 100° C. overnight. The mixture was cooled to room temperature, treated with NaH (1.27 g of 60% dispersion in mineral oil, 31.6 mmol) and sodium 2-propanethio...